describe an organic reaction: reactants, conditions, products, and yield From a dataset of the Open Reaction Database (ORD), a public repository of structured organic reaction records. Starting materials: O=C([O-])O, CSc1nccc(-c2c(CC(C)C)nn3ccccc23)n1, O=C(OO)c1cccc(Cl)c1, ClCCl, [Na+]. Product: CC(C)Cc1nn2ccccc2c1-c1ccnc(S(C)=O)n1. Reaction SMILES: [C:22]([O-:23])(=[O:24])[OH:25].[CH2:1]([CH:2]([CH3:3])[CH3:4])[c:5]1[n:6][n:7]2[c:8]([cH:9][cH:10][cH:11][cH:12]2)[c:13]1-[c:14]1[n:15][c:16]([S:20][CH3:21])[n:17][cH:18][cH:19]1.[Cl:27][c:28]1[cH:29][cH:30][cH:31][c:32]([C:33]([O:34][OH:35])=[O:36])[cH:37]1.[Cl:38][CH2:39][Cl:40].[Na+:26]>>[CH2:1]([CH:2]([CH3:3])[CH3:4])[c:5]1[n:6][n:7]2[c:8]([cH:9][cH:10][cH:11][cH:12]2)[c:13]1-[c:14]1[n:15][c:16]([S:20]([CH3:21])=[O:23])[n:17][cH:18][cH:19]1. Reactants: ClC=1C=CC=2N(N1)C(=NN2)C(F)(F)F (6-chloro-3-(trifluoromethyl)-[1,2,4]triazolo[4,3-b]pyridazine), FC(OC1=CC=C(C=C1)B(O)O)(F)F (4-(trifluoromethoxy)phenylboronic acid), C(=O)([O-])[O-].[Na+].[Na+] (Na2CO3), COCCOC (1,2-dimethoxyethane). Reagents/catalysts: C=1C=CC(=CC1)[P](C=2C=CC=CC2)(C=3C=CC=CC3)[Pd]([P](C=4C=CC=CC4)(C=5C=CC=CC5)C=6C=CC=CC6)([P](C=7C=CC=CC7)(C=8C=CC=CC8)C=9C=CC=CC9)[P](C=1C=CC=CC1)(C=1C=CC=CC1)C=1C=CC=CC1 (tetrakis(triphenylphosphine)palladium). The solvent is C(C)(=O)OCC (ethyl acetate). The product is FC(OC1=CC=C(C=C1)C=1C=CC=2N(N1)C(=NN2)C(F)(F)F)(F)F (6-(4-(trifluoromethoxy)phenyl)-3-(trifluoromethyl)-[1,2,4]triazolo[4,3-b]pyridazine). As a reaction SMILES: Cl[C:2]1[CH:3]=[CH:4][C:5]2[N:6]([C:8]([C:11]([F:14])([F:13])[F:12])=[N:9][N:10]=2)[N:7]=1.[F:15][C:16]([F:28])([F:27])[O:17][C:18]1[CH:23]=[CH:22][C:21](B(O)O)=[CH:20][CH:19]=1.C([O-])([O-])=O.[Na+].[Na+].COCCOC>C(OCC)(=O)C.C1C=CC([P]([Pd]([P](C2C=CC=CC=2)(C2C=CC=CC=2)C2C=CC=CC=2)([P](C2C=CC=CC=2)(C2C=CC=CC=2)C2C=CC=CC=2)[P](C2C=CC=CC=2)(C2C=CC=CC=2)C2C=CC=CC=2)(C2C=CC=CC=2)C2C=CC=CC=2)=CC=1>[F:15][C:16]([F:27])([F:28])[O:17][C:18]1[CH:23]=[CH:22][C:21]([C:2]2[CH:3]=[CH:4][C:5]3[N:6]([C:8]([C:11]([F:14])([F:13])[F:12])=[N:9][N:10]=3)[N:7]=2)=[CH:20][CH:19]=1 |f:2.3.4,^1:50,52,71,90|. Procedure: To a round bottom flask was added 6-chloro-3-(trifluoromethyl)-[1,2,4]triazolo[4,3-b]pyridazine (0.982 mmole), 4-(trifluoromethoxy)phenylboronic acid (1.18 mmole), tetrakis(triphenylphosphine)palladium (0.0491 mmole), 2M Na2CO3 (2 mL), and 1,2-dimethoxyethane (3 mL). The resulting reaction mixture was heated at 85 C for 2 hours. The reaction mixture was diluted with ethyl acetate and filtered through celite. The filtrate was washed with water. The organic extract was dried over Na2SO4 and evapor... Product: COC1CN(C(C12CCN(CC2)C(=O)OC(C)(C)C)=O)C=2COC(C2C)=O (tert-Butyl 4-methoxy-2-(4-methyl-5-oxo-2,5-dihydrofuran-3-yl)-1-oxo-2,8-diazaspiro[4.5]decane-8-carboxylate). The reagents and catalysts are [Ag]=O (silver oxide). The reactants are [Al] (aluminum), OC1CN(C(C12CCN(CC2)C(=O)OC(C)(C)C)=O)C=2COC(C2C)=O (tert-butyl 4-hydroxy-2-(4-methyl-5-oxo-2,5-dihydrofuran-3-yl)-1-oxo-2,8-diazaspiro[4.5]decane-8-carboxylate), IC (iodomethane). RXN SMILES: [OH:1][CH:2]1[C:6]2([CH2:11][CH2:10][N:9]([C:12]([O:14][C:15]([CH3:18])([CH3:17])[CH3:16])=[O:13])[CH2:8][CH2:7]2)[C:5](=[O:19])[N:4]([C:20]2[CH2:21][O:22][C:23](=[O:26])[C:24]=2[CH3:25])[CH2:3]1.I[CH3:28].[Al]>C(#N)C.[Ag]=O>[CH3:28][O:1][CH:2]1[C:6]2([CH2:11][CH2:10][N:9]([C:12]([O:14][C:15]([CH3:16])([CH3:17])[CH3:18])=[O:13])[CH2:8][CH2:7]2)[C:5](=[O:19])[N:4]([C:20]2[CH2:21][O:22][C:23](=[O:26])[C:24]=2[CH3:25])[CH2:3]1. Reported procedure: To a solution of tert-butyl 4-hydroxy-2-(4-methyl-5-oxo-2,5-dihydrofuran-3-yl)-1-oxo-2,8-diazaspiro[4.5]decane-8-carboxylate (100 mg, 0.273 mmol) in acetonitrile (1 mL) was added iodomethane (171 μL, 2.73 mmol) and silver oxide (69.6 mg, 0.300 mmol). The vial was sealed, wrapped with aluminum foil, and stirred at 58° C. for 15 h. The reaction mixture was filtered through CELITE®, concentrated to give the crude product, which was purified by column chromatography (0-10% MeOH/DCM) to afford the ti... Solvent: C(C)#N (acetonitrile). Run at temperature 58 celsius, time 15 hour. Reactants: C(C)(C)(C)OC(=O)NC1CN(CC1)S(=O)(=O)C=1C=2C(=CN=CC2C=CC1)Br ((R/S)-3-(tert-Butoxycarbonylamino)-1-(4-bromo-5-isoquinolinesulfonyl)pyrrolidine), C[O-].[Na+] (sodium methylate), O (water), C(C)(=O)OCC (ethyl acetate). Reagents/catalysts: [Cu](I)I (copper iodide). The solvent is CO (methanol), N1=CC=CC=C1 (pyridine), CO (methanol). Product: C(C)(C)(C)OC(=O)NC1CN(CC1)S(=O)(=O)C=1C=2C(=CN=CC2C=CC1)OC ((R/S)-3-(tert-Butoxycarbonylamino)-1-(4-methoxy-5-isoquinolinesulfonyl)pyrrolidine). RXN SMILES: [C:1]([O:5][C:6]([NH:8][CH:9]1[CH2:13][CH2:12][N:11]([S:14]([C:17]2[C:18]3[C:19](Br)=[CH:20][N:21]=[CH:22][C:23]=3[CH:24]=[CH:25][CH:26]=2)(=[O:16])=[O:15])[CH2:10]1)=[O:7])([CH3:4])([CH3:3])[CH3:2].C[O-].[Na+].O.[C:32](OCC)(=[O:34])C>CO.N1C=CC=CC=1.[Cu](I)I>[C:1]([O:5][C:6]([NH:8][CH:9]1[CH2:13][CH2:12][N:11]([S:14]([C:17]2[C:18]3[C:19]([O:34][CH3:32])=[CH:20][N:21]=[CH:22][C:23]=3[CH:24]=[CH:25][CH:26]=2)(=[O:16])=[O:15])[CH2:10]1)=[O:7])([CH3:4])([CH3:3])[CH3:2] |f:1.2|. Procedure details: A solution of Intermediate 1 (337 mg) obtained in Example 1, Step A in methanol (2.7 ml) and pyridine (2.7 ml) is added with a solution of 28% sodium methylate (847 mg) in methanol, and then with copper iodide (70 mg), and the mixture is stirred at 65° C. for 30 hours. The reaction mixture is cooled to room temperature, and added with water (30 ml) and ethyl acetate (30 ml), and the insoluble matters are removed by filtration through Celite. The organic layer of the filtrate is separated, and th... Reactants: O=C([O-])[O-], COC(=O)c1ccc(NC(=O)OC(C)(C)C)c(NS(=O)(=O)c2ccccc2[N+](=O)[O-])c1, CI, CN(C)C=O, CCOC(C)=O, [K+], [K+], O. The product is COC(=O)c1ccc(NC(=O)OC(C)(C)C)c(N(C)S(=O)(=O)c2ccccc2[N+](=O)[O-])c1. Reaction SMILES: [C:32](=[O:33])([O-:34])[O-:35].[CH3:1][O:2][C:3]([c:4]1[cH:5][c:6]([NH:18][S:19](=[O:20])(=[O:21])[c:22]2[c:23]([N+:28](=[O:29])[O-:30])[cH:24][cH:25][cH:26][cH:27]2)[c:7]([NH:10][C:11](=[O:12])[O:13][C:14]([CH3:15])([CH3:16])[CH3:17])[cH:8][cH:9]1)=[O:31].[CH3:38][I:39].[CH3:41][N:42]([CH3:43])[CH:44]=[O:45].[CH3:46][CH2:47][O:48][C:49](=[O:50])[CH3:51].[K+:36].[K+:37].[OH2:40]>>[CH3:1][O:2][C:3]([c:4]1[cH:5][c:6]([N:18]([S:19](=[O:20])(=[O:21])[c:22]2[c:23]([N+:28](=[O:29])[O-:30])[cH:24][cH:25][cH:26][cH:27]2)[CH3:32])[c:7]([NH:10][C:11](=[O:12])[O:13][C:14]([CH3:15])([CH3:16])[CH3:17])[cH:8][cH:9]1)=[O:31].